From a dataset of the Open Reaction Database (ORD), a public repository of structured organic reaction records. describe an organic reaction: reactants, conditions, products, and yield Reactants: CS(=O)(=O)NC1CCCCC1Nc1nc(Cl)ncc1Cl, CCN1CC(=O)N(C)c2cc(N)c(OC)cc2C1. Yields the product CCN1CC(=O)N(C)c2cc(Nc3ncc(Cl)c(NC4CCCCC4NS(C)(=O)=O)n3)c(OC)cc2C1. As a reaction SMILES: [Cl:19][c:20]1[n:21][cH:22][c:23]([Cl:38])[c:24]([NH:26][CH:27]2[CH:28]([NH:33][S:34](=[O:35])(=[O:36])[CH3:37])[CH2:29][CH2:30][CH2:31][CH2:32]2)[n:25]1.[NH2:1][c:2]1[c:3]([O:17][CH3:18])[cH:4][c:5]2[c:6]([cH:16]1)[N:7]([CH3:15])[C:8](=[O:14])[CH2:9][N:10]([CH2:12][CH3:13])[CH2:11]2>>[NH:1]([c:2]1[c:3]([O:17][CH3:18])[cH:4][c:5]2[c:6]([cH:16]1)[N:7]([CH3:15])[C:8](=[O:14])[CH2:9][N:10]([CH2:12][CH3:13])[CH2:11]2)[c:20]1[n:21][cH:22][c:23]([Cl:38])[c:24]([NH:26][CH:27]2[CH:28]([NH:33][S:34](=[O:35])(=[O:36])[CH3:37])[CH2:29][CH2:30][CH2:31][CH2:32]2)[n:25]1. Starting materials: [BH4-].[Na+] (NaBH4), [Si](C)(C)(C(C)(C)C)N1C([C@H]([C@@H]1SC(C1=CC=CC=C1)(C1=CC=CC=C1)C1=CC=CC=C1)C=O)=O (trans 1-(t-butyldimethylsilyl)-3-formyl-4-tritylthio-2-azetidinone). Run in O1CCCC1 (tetrahydrofuran), C(C)(=O)OCC (ethyl acetate), O1CCCC1 (tetrahydrofuran). Reaction conditions: time 30 minute. Product: [Si](C)(C)(C(C)(C)C)N1C([C@H]([C@@H]1SC(C1=CC=CC=C1)(C1=CC=CC=C1)C1=CC=CC=C1)CO)=O (trans 1-(t-butyldimethylsilyl)-3-hydroxymethyl-4-tritylthio-2-azetidinone). The yield is 99.6%. Reaction SMILES: [BH4-].[Na+].[Si:3]([N:10]1[C@@H:13]([S:14][C:15]([C:28]2[CH:33]=[CH:32][CH:31]=[CH:30][CH:29]=2)([C:22]2[CH:27]=[CH:26][CH:25]=[CH:24][CH:23]=2)[C:16]2[CH:21]=[CH:20][CH:19]=[CH:18][CH:17]=2)[C@H:12]([CH:34]=[O:35])[C:11]1=[O:36])([C:6]([CH3:9])([CH3:8])[CH3:7])([CH3:5])[CH3:4]>O1CCCC1.C(OCC)(=O)C>[Si:3]([N:10]1[C@@H:13]([S:14][C:15]([C:22]2[CH:23]=[CH:24][CH:25]=[CH:26][CH:27]=2)([C:16]2[CH:21]=[CH:20][CH:19]=[CH:18][CH:17]=2)[C:28]2[CH:33]=[CH:32][CH:31]=[CH:30][CH:29]=2)[C@H:12]([CH2:34][OH:35])[C:11]1=[O:36])([C:6]([CH3:9])([CH3:8])[CH3:7])([CH3:5])[CH3:4] |f:0.1|. Reported procedure: To a cold (ice bath) suspension of NaBH4 (227 mg, 6 mmol) in tetrahydrofuran (20 ml) was added dropwise a solution of trans 1-(t-butyldimethylsilyl)-3-formyl-4-tritylthio-2-azetidinone (2.0 g, 4.1 mmol) in tetrahydrofuran (5 ml). The reaction mixture was stirred at room temperature for 30 min, then diluted with ethyl acetate and washed successively with cold 1N HCl and brine. The organic layer was dried (MgSO4) and evaporated in vacuo to give the title compound (2.0 g) (quantitative) as an amorp... Starting materials: NC1=C(C(=O)N)C(=CC(=C1)OC)OC (2-amino-4,6-dimethoxybenzamide), N1=CC=C(C=C1)C=O (4-pyridine carboxaldehyde), COC1=C2C(NC(=NC2=CC(=C1)OC)C1=NC=CC=C1)=O (5,7-dimethoxy-2-(pyridin-2-yl)quinazolin-4(3H)-one). The product is COC1=C2C(NC(=NC2=CC(=C1)OC)C1=CC=NC=C1)=O (5,7-Dimethoxy-2-(pyridin-4-yl)quinazolin-4(3H)-one). Isolated yield 63.0%. Reaction SMILES: [NH2:1][C:2]1[CH:10]=[C:9]([O:11][CH3:12])[CH:8]=[C:7]([O:13][CH3:14])[C:3]=1[C:4]([NH2:6])=[O:5].[N:15]1[CH:20]=[CH:19][C:18]([CH:21]=O)=[CH:17][CH:16]=1.COC1C=C(OC)C=C2C=1C(=O)NC(C1C=CC=CN=1)=N2>>[CH3:14][O:13][C:7]1[CH:8]=[C:9]([O:11][CH3:12])[CH:10]=[C:2]2[C:3]=1[C:4](=[O:5])[NH:6][C:21]([C:18]1[CH:19]=[CH:20][N:15]=[CH:16][CH:17]=1)=[N:1]2. Procedure details: 5,7-Dimethoxy-2-(pyridin-4-yl)quinazolin-4(3H)-one was synthesized from 2-amino-4,6-dimethoxybenzamide and 4-pyridine carboxaldehyde, using the method described for 5,7-dimethoxy-2-(pyridin-2-yl)quinazolin-4(3H)-one. 5,7-Dimethoxy-2-(pyridin-4-yl)quinazolin-4(3H)-one (142 mg, 63%) was isolated as a pale brown solid and then converted to the corresponding hydrochloride (yellow solid). Selected data: MS (m/z): 284.06; MP 294-295° C. (hydrochloride). The reactants are ClC1=CC=C(C=C1)C12CNCC2C1 (1-(p-chlorophenyl)-3-azabicyclo[3.1.0]hexane), C([O-])([O-])=O.[Na+].[Na+] (sodium carbonate), FC1=C(C(=O)Cl)C=CC=C1 (o-fluorobenzoyl chloride). Yields the product FC1=C(C(=O)N2CC3(CC3C2)C2=CC=C(C=C2)Cl)C=CC=C1 (3-(o-fluorobenzoyl)-1-(p-chlorophenyl)-3-azabicyclo[3.1.0]hexane). Reaction SMILES: [Cl:1][C:2]1[CH:7]=[CH:6][C:5]([C:8]23[CH2:13][CH:12]2[CH2:11][NH:10][CH2:9]3)=[CH:4][CH:3]=1.C(=O)([O-])[O-].[Na+].[Na+].[F:20][C:21]1[CH:29]=[CH:28][CH:27]=[CH:26][C:22]=1[C:23](Cl)=[O:24]>>[F:20][C:21]1[CH:29]=[CH:28][CH:27]=[CH:26][C:22]=1[C:23]([N:10]1[CH2:11][CH:12]2[C:8]([C:5]3[CH:4]=[CH:3][C:2]([Cl:1])=[CH:7][CH:6]=3)([CH2:13]2)[CH2:9]1)=[O:24] |f:1.2.3|. Procedure: A sample of 19.53 g of 1-(p-chlorophenyl)-3-azabicyclo[3.1.0]hexane, 10.59 g of sodium carbonate and 15.8 g of o-fluorobenzoyl chloride are reacted to give the product 3-(o-fluorobenzoyl)-1-(p-chlorophenyl)-3-azabicyclo[3.1.0]hexane as a brown gum. Starting materials: CC1=CC(=NC=C1C(C1=C(C(=CC=C1F)F)F)S(=O)(=O)C1=CC=C(C=C1)C(F)(F)F)C(=O)N (4-methyl-5-[[[4-(trifluoromethyl)phenyl]sulfonyl](2,3,6-trifluorophenyl) methyl]pyridine-2-carboxamide), C=O (formaldehyde), [OH-].[Na+] (sodium hydroxide), C(C)(=O)OCC (Ethyl acetate). Run in COCCOC (ethylene glycol dimethyl ether). Conditions: time 15 hour. Product: OCNC(=O)C1=NC=C(C(=C1)C)C(C1=C(C(=CC=C1F)F)F)S(=O)(=O)C1=CC=C(C=C1)C(F)(F)F (N-(hydroxymethyl)-4-methyl-5-[[[4-(trifluoromethyl)phenyl]sulfonyl](2,3,6-trifluorophenyl)methyl]pyridine-2-carboxamide). Yield: 77.0%. As a reaction SMILES: [CH3:1][C:2]1[C:7]([CH:8]([S:18]([C:21]2[CH:26]=[CH:25][C:24]([C:27]([F:30])([F:29])[F:28])=[CH:23][CH:22]=2)(=[O:20])=[O:19])[C:9]2[C:14]([F:15])=[CH:13][CH:12]=[C:11]([F:16])[C:10]=2[F:17])=[CH:6][N:5]=[C:4]([C:31]([NH2:33])=[O:32])[CH:3]=1.C=O.[OH-].[Na+].[C:38](OCC)(=[O:40])C>COCCOC>[OH:40][CH2:38][NH:33][C:31]([C:4]1[CH:3]=[C:2]([CH3:1])[C:7]([CH:8]([S:18]([C:21]2[CH:22]=[CH:23][C:24]([C:27]([F:30])([F:28])[F:29])=[CH:25][CH:26]=2)(=[O:20])=[O:19])[C:9]2[C:14]([F:15])=[CH:13][CH:12]=[C:11]([F:16])[C:10]=2[F:17])=[CH:6][N:5]=1)=[O:32] |f:2.3|. Reported procedure: To a solution of 4-methyl-5-[[[4-(trifluoromethyl)phenyl]sulfonyl](2,3,6-trifluorophenyl) methyl]pyridine-2-carboxamide (171 mg, 0.350 mmol) in ethylene glycol dimethyl ether (5 ml), an aqueous solution of formaldehyde (37%, 78.9 μl) and an aqueous sodium hydroxide (17.5 μl) were added at room temperature, and the mixture was stirred for 15 hours. Ethyl acetate was added to the reaction mixture, and the mixture was washed with saturated aqueous ammonium chloride. Subsequently, 1 N hydrochloric a... Starting materials: NC=1C=CC(=C(C1)[C@]1(N=C(OC[C@@H]1F)N)C)F ((4R,5R)-4-(5-amino-2-fluoro-phenyl)-5-fluoro-4-methyl-5,6-dihydro-4H-[1,3]oxazin-2-ylamine), ClC=1C(=NC=C(C1)Cl)C(=O)O (3,5-dichloro-pyridine-2-carboxylic acid). Product: NC=1OC[C@@H]([C@@](N1)(C)C=1C=C(C=CC1F)NC(=O)C1=NC=C(C=C1Cl)Cl)F (3,5-Dichloro-pyridine-2-carboxylic acid [3-((4R,5R)-2-amino-5-fluoro-4-methyl-5,6-dihydro-4H-[1,3]oxazin-4-yl)-4-fluoro-phenyl]-amide). Reaction SMILES: [NH2:1][C:2]1[CH:3]=[CH:4][C:5]([F:17])=[C:6]([C@:8]2([CH3:16])[C@@H:13]([F:14])[CH2:12][O:11][C:10]([NH2:15])=[N:9]2)[CH:7]=1.[Cl:18][C:19]1[C:20]([C:26](O)=[O:27])=[N:21][CH:22]=[C:23]([Cl:25])[CH:24]=1>>[NH2:15][C:10]1[O:11][CH2:12][C@H:13]([F:14])[C@:8]([C:6]2[CH:7]=[C:2]([NH:1][C:26]([C:20]3[C:19]([Cl:18])=[CH:24][C:23]([Cl:25])=[CH:22][N:21]=3)=[O:27])[CH:3]=[CH:4][C:5]=2[F:17])([CH3:16])[N:9]=1. Procedure: The condensation of (4R,5R)-4-(5-amino-2-fluoro-phenyl)-5-fluoro-4-methyl-5,6-dihydro-4H-[1,3]oxazin-2-ylamine (intermediate A8.2) and 3,5-dichloro-pyridine-2-carboxylic acid (CAS 81719-53-1) following procedure I yielded the title compound as a crystalline white solid. MS (ISP): m/z=415.1 [M+H]+and 417.1 [M+2+H]+. Reactants: CCO, NO, [Na+], CCOC(=O)CCC1(C)CO1, [OH-], O, O=S(=O)(O)O. The product is CC1(O)CCC(=O)N(O)C1. RXN SMILES: [CH3:21][CH2:22][OH:23].[NH2:6][OH:7].[Na+:9].[O:10]1[C:11]([CH2:12][CH2:13][C:14](=[O:15])[O:16][CH2:17][CH3:18])([CH3:20])[CH2:19]1.[OH-:8].[OH2:24].[S:1]([OH:2])([OH:3])(=[O:4])=[O:5]>>[N:6]1([OH:7])[C:14](=[O:15])[CH2:13][CH2:12][C:11]([OH:10])([CH3:20])[CH2:19]1. Procedure details: Following General Procedure B, beginning with crude (R)-4-((R)-1-(6-chloro-3-methyl-3H-imidazo[4,5-c]pyridin-4-yloxy)ethyl)pyrrolidin-2-one 2.06 (45 mg, 0.153 mmol) and 1,3-dimethyl-1H-indazol-5-ylboronic acid (35 mg, 0.183 mmol), (R)-4-((R)-1-(6-(1,3-dimethyl-1H-indazol-5-yl)-3-methyl-3H-imidazo[4,5-c]pyridin-4-yloxy)ethyl)pyrrolidin-2-one 3B.31 was isolated, following column chromatography. RXN SMILES: Cl[C:2]1[N:7]=[C:6]([O:8][C@@H:9]([C@H:11]2[CH2:15][NH:14][C:13](=[O:16])[CH2:12]2)[CH3:10])[C:5]2[N:17]([CH3:20])[CH:18]=[N:19][C:4]=2[CH:3]=1.[CH3:21][N:22]1[C:30]2[C:25](=[CH:26][C:27](B(O)O)=[CH:28][CH:29]=2)[C:24]([CH3:34])=[N:23]1>>[CH3:21][N:22]1[C:30]2[C:25](=[CH:26][C:27]([C:2]3[N:7]=[C:6]([O:8][C@@H:9]([C@H:11]4[CH2:15][NH:14][C:13](=[O:16])[CH2:12]4)[CH3:10])[C:5]4[N:17]([CH3:20])[CH:18]=[N:19][C:4]=4[CH:3]=3)=[CH:28][CH:29]=2)[C:24]([CH3:34])=[N:23]1. Product: CN1N=C(C2=CC(=CC=C12)C1=CC2=C(C(=N1)O[C@H](C)[C@@H]1CC(NC1)=O)N(C=N2)C)C ((R)-4-((R)-1-(6-(1,3-dimethyl-1H-indazol-5-yl)-3-methyl-3H-imidazo[4,5-c]pyridin-4-yloxy)ethyl)pyrrolidin-2-one). Reactants: ClC1=CC2=C(C(=N1)O[C@H](C)[C@@H]1CC(NC1)=O)N(C=N2)C ((R)-4-((R)-1-(6-chloro-3-methyl-3H-imidazo[4,5-c]pyridin-4-yloxy)ethyl)pyrrolidin-2-one), CN1N=C(C2=CC(=CC=C12)B(O)O)C (1,3-dimethyl-1H-indazol-5-ylboronic acid). Reactants: S(=O)=O (sulfur dioxide), N(=O)[O-].[Na+] (sodium nitrite), NC=1C=C(C=CC1)C1=CC(=NC(=N1)OC)NCCC1=CC=C(C=C1)OC ([6-(3-Amino-phenyl)-2-methoxy-pyrimidin-4-yl]-[2-(4-methoxy-phenyl)-ethyl]amine), Cl (hydrochloric acid), ice. The reagents and catalysts are [Cu](Cl)Cl (copper chloride). The solvent is C(C)(=O)O (acetic acid), O (water), O (water), CN(C=O)C (dimethylformamide). Conditions: temperature 0 celsius, time 15 minute. The product is COC1=NC(=CC(=N1)C=1C=C(C=CC1)S(=O)(=O)Cl)NCCC1=CC=C(C=C1)OC (3-{2-methoxy-6-[2-(4-methoxy-phenyl)-ethylamino]-pyrimidin-4-yl}-benzenesulfonylchloride). RXN SMILES: N[C:2]1[CH:3]=[C:4]([C:8]2[N:13]=[C:12]([O:14][CH3:15])[N:11]=[C:10]([NH:16][CH2:17][CH2:18][C:19]3[CH:24]=[CH:23][C:22]([O:25][CH3:26])=[CH:21][CH:20]=3)[CH:9]=2)[CH:5]=[CH:6][CH:7]=1.[ClH:27].N([O-])=O.[Na+].[S:32](=[O:34])=[O:33]>CN(C)C=O.O.C(O)(=O)C.[Cu](Cl)Cl>[CH3:15][O:14][C:12]1[N:13]=[C:8]([C:4]2[CH:3]=[C:2]([S:32]([Cl:27])(=[O:34])=[O:33])[CH:7]=[CH:6][CH:5]=2)[CH:9]=[C:10]([NH:16][CH2:17][CH2:18][C:19]2[CH:24]=[CH:23][C:22]([O:25][CH3:26])=[CH:21][CH:20]=2)[N:11]=1 |f:2.3|. Procedure: [6-(3-Amino-phenyl)-2-methoxy-pyrimidin-4-yl]-[2-(4-methoxy-phenyl)-ethyl]amine [1.46 g, Example 2] in dimethylformamide (4 mL) is added to concentrated hydrochloric acid and crushed ice (8 mL), The mixture is cooled to 0° C., treated with dropwise sodium nitrite (0.32 g) in water (3 mL). After stirring at 0° C. for 15 minutes this mixture is treated with a solution of copper chloride (0.36 g) in a saturated solution of sulfur dioxide in acetic acid (15 mL) previously cooled to 0° C. The reactio... Reaction SMILES: [CH2:1]([CH3:2])[O:3][C:4](=[O:5])[CH2:6][O:7][c:8]1[cH:9][c:10]2[c:11]([C:28](=[O:29])[O:30][CH2:31][CH3:32])[c:12]([CH3:27])[n:13]([CH2:23][CH:24]([CH3:25])[CH3:26])[c:14]2[cH:15][c:16]1[CH2:17][CH2:18][CH2:19][CH2:20][CH2:21][CH3:22].[CH3:35][OH:36].[Na+:34].[OH-:33]>>[O:3]=[C:4]([OH:5])[CH2:6][O:7][c:8]1[cH:9][c:10]2[c:11]([C:28](=[O:29])[O:30][CH2:31][CH3:32])[c:12]([CH3:27])[n:13]([CH2:23][CH:24]([CH3:25])[CH3:26])[c:14]2[cH:15][c:16]1[CH2:17][CH2:18][CH2:19][CH2:20][CH2:21][CH3:22]. Yields the product CCCCCCc1cc2c(cc1OCC(=O)O)c(C(=O)OCC)c(C)n2CC(C)C. Reactants: CCCCCCc1cc2c(cc1OCC(=O)OCC)c(C(=O)OCC)c(C)n2CC(C)C, CO, [Na+], [OH-].